From a dataset of the Open Reaction Database (ORD), a public repository of structured organic reaction records. describe an organic reaction: reactants, conditions, products, and yield The reactants are ice water, [Al+3].[Cl-].[Cl-].[Cl-] (AlCl3), C1(=CC=CC=C1)SC (thioanisole), C(C)(=O)Cl (acetyl chloride). The solvent is C(Cl)Cl (CH2Cl2). Conditions: temperature 0 celsius, time 1 hour. Product: CC(=O)C1=CC=C(C=C1)SC (4-(methylthio)acetophenone). Yield: 88.1%. As a reaction SMILES: [Al+3].[Cl-].[Cl-].[Cl-].[C:5]1([S:11][CH3:12])[CH:10]=[CH:9][CH:8]=[CH:7][CH:6]=1.[C:13](Cl)(=[O:15])[CH3:14]>C(Cl)Cl>[CH3:14][C:13]([C:8]1[CH:9]=[CH:10][C:5]([S:11][CH3:12])=[CH:6][CH:7]=1)=[O:15] |f:0.1.2.3|. Procedure details: 123 g (0.92 mol) of AlCl3 are added with a spatula to a mixture of 100 g (0.8 mol) of thioanisole, 750 ml of CH2Cl2 and 63 ml (0.9 mol) of acetyl chloride, cooled to 0° C. beforehand, said addition being carried out so that the temperature does not exceed 10° C. The mixture is stirred for 1 h at room temperature, heated for 1 h at 40° C. and then poured into 800 ml of an ice/water mixture. The resulting mixture is separated and extracted with CH2Cl2. The organic phases are combined, washed with ... Reactants: COC1=C(C(=O)N)C=CC(=C1)C (2-methoxy-4-methylbenzamide), B.O1CCCC1 (Borane tetrahydrofuran), O (water), Cl (HCl). The solvent is C1CCOC1 (THF). Reaction conditions: temperature 60 celsius. Product: COC1=C(C=CC(=C1)C)CN ((2-methoxy-4-methylphenyl)methanamine). Yield: 63.8%. Reaction SMILES: [CH3:1][O:2][C:3]1[CH:11]=[C:10]([CH3:12])[CH:9]=[CH:8][C:4]=1[C:5]([NH2:7])=O.B.O1CCCC1.Cl.O>C1COCC1>[CH3:1][O:2][C:3]1[CH:11]=[C:10]([CH3:12])[CH:9]=[CH:8][C:4]=1[CH2:5][NH2:7] |f:1.2|. Reported procedure: To a solution of 2-methoxy-4-methylbenzamide (14.55 g, 88.08 mmol) in dry THF (50 mL) was added dropwise Borane-tetrahydrofuran complex (1.0 M in THF, 220 mL, 2.5 eq) at 0° C. under N2 atmosphere. The reaction mixture was then heated to 60° C. overnight. The reaction was cooled to room temperature, aq.HCl (6 N, 37 mL) was added carefully and the reaction mixture was then heated at 70° C. for 2 hrs. After cooling, water was added and the resulting solution was washed with ether. The aqueous layer... Starting materials: C(C)C1=C(C(=O)OCC)C=CC(=C1)CC(=O)NC(C1=C(C=CC=C1)N1CCCCC1)CO (Ethyl 2-ethyl-4-[N-(α-hydroxymethyl-2-piperidino-benzyl)-aminocarbonylmethyl]-benzoate), [H-].[Na+] (sodium hydride), C(C)O (ethanol), C(C)I (ethyl iodide). Run in O1CCCC1 (tetrahydrofuran). Run at time 1 hour. Product: C(C)OC1=C(C(=O)OCC)C=CC(=C1)CC(=O)NC(C1=C(C=CC=C1)N1CCCCC1)COCC (Ethyl 2-ethoxy-4-[N-(α-ethoxymethyl-2-piperidino-benzyl)-aminocarbonylmethyl]-benzoate). As a reaction SMILES: C([C:3]1[CH:13]=[C:12]([CH2:14][C:15]([NH:17][CH:18]([CH2:31][OH:32])[C:19]2[CH:24]=[CH:23][CH:22]=[CH:21][C:20]=2[N:25]2[CH2:30][CH2:29][CH2:28][CH2:27][CH2:26]2)=[O:16])[CH:11]=[CH:10][C:4]=1[C:5]([O:7][CH2:8][CH3:9])=[O:6])C.[H-].[Na+].[CH2:35](I)[CH3:36].[CH2:38]([OH:40])[CH3:39]>O1CCCC1>[CH2:38]([O:40][C:3]1[CH:13]=[C:12]([CH2:14][C:15]([NH:17][CH:18]([CH2:31][O:32][CH2:35][CH3:36])[C:19]2[CH:24]=[CH:23][CH:22]=[CH:21][C:20]=2[N:25]2[CH2:26][CH2:27][CH2:28][CH2:29][CH2:30]2)=[O:16])[CH:11]=[CH:10][C:4]=1[C:5]([O:7][CH2:8][CH3:9])=[O:6])[CH3:39] |f:1.2|. Procedure details: Ethyl 2-ethyl-4-[N-(α-hydroxymethyl-2-piperidino-benzyl)-aminocarbonylmethyl]-benzoate (0.64 g, 1.4 mmol) is added with stirring at ambient temperature to sodium hydride (0.061 g, 1.4 mmol) (55% in oil) in absolute tetrahydrofuran (6.4 ml). The mixture is stirred for 1 hour, then ethyl iodide (0.113 ml, 1.4 mmol) is added and the mixture is stirred for a further 16 hours at ambient temperature. Then ethanol (2 ml) is added and the mixture is evaporated down in vacuo. The evaporation residue is p... Starting materials: C(C)(C)C(=O)C=1C(=NC=NC1)C(F)(F)F (5-isopropylcarbonyl-4-trifluorometylpyrimidine), CC(=O)C (acetone). The solvent is C(C)O (ethanol). Run at time 2 hour. Yields the product OC(C(C)C)C=1C(=NC=NC1)C(F)(F)F (5-(1-hydroxy-2-methylpropyl)-4-trifluoromethylpyrimidine). Yield: 86.9%. As a reaction SMILES: [CH:1]([C:4]([C:6]1[C:7]([C:12]([F:15])([F:14])[F:13])=[N:8][CH:9]=[N:10][CH:11]=1)=[O:5])([CH3:3])[CH3:2].CC(C)=O>C(O)C>[OH:5][CH:4]([C:6]1[C:7]([C:12]([F:15])([F:14])[F:13])=[N:8][CH:9]=[N:10][CH:11]=1)[CH:1]([CH3:2])[CH3:3]. Procedure details: 25 g (115 mmol) of 5-isopropylcarbonyl-4-trifluorometylpyrimidine was dissolved in 100 ml of ethanol, and under cooling with ice, 6 g (69 mmol) of a borane-tert-butylamine complex was added, followed by stirring for 2 hours. Further, 20 ml of acetone was added, followed by stirring for 0.5 hour. The solvent was distilled off under reduced pressure, and the residue was purified by silica gel column chromatography (developing solvent/n-hexane:ethyl acetate=1:1) to obtain 22 g (yield: 87%) of 5-(1-... The reactants are CCCCC1NC(=O)OC12CCN(C(=O)OCc1ccccc1)CC2, CCOC(C)=O, BrCC1CCCCC1, [H-], [Na+], CN(C)C=O. Product: CCCCC1N(CC2CCCCC2)C(=O)OC12CCN(C(=O)OCc1ccccc1)CC2. Reaction SMILES: [CH2:1]([c:2]1[cH:3][cH:4][cH:5][cH:6][cH:7]1)[O:8][C:9](=[O:10])[N:11]1[CH2:12][CH2:13][C:14]2([CH:15]([CH2:20][CH2:21][CH2:22][CH3:23])[NH:16][C:17](=[O:19])[O:18]2)[CH2:24][CH2:25]1.[CH3:41][CH2:42][O:43][C:44]([CH3:45])=[O:46].[CH:28]1([CH2:34][Br:35])[CH2:29][CH2:30][CH2:31][CH2:32][CH2:33]1.[H-:26].[Na+:27].[O:36]=[CH:37][N:38]([CH3:39])[CH3:40]>>[CH2:1]([c:2]1[cH:3][cH:4][cH:5][cH:6][cH:7]1)[O:8][C:9](=[O:10])[N:11]1[CH2:12][CH2:13][C:14]2([CH:15]([CH2:20][CH2:21][CH2:22][CH3:23])[N:16]([CH2:34][CH:28]3[CH2:29][CH2:30][CH2:31][CH2:32][CH2:33]3)[C:17](=[O:19])[O:18]2)[CH2:24][CH2:25]1. Starting materials: OCCc1cccc(Br)c1, CC(C)(C)[O-], Cc1nc(-c2ccccc2)n2nc(N)ncc12, Cl, [Na+], O=C(C=Cc1ccccc1)C=Cc1ccccc1, O=C(C=Cc1ccccc1)C=Cc1ccccc1, O=C(C=Cc1ccccc1)C=Cc1ccccc1, C1COCCO1, [Pd], [Pd]. The product is Cc1nc(-c2ccccc2)n2nc(Nc3cccc(CCO)c3)ncc12. Reaction SMILES: [Br:19][c:20]1[cH:21][c:22]([CH2:26][CH2:27][OH:28])[cH:23][cH:24][cH:25]1.[CH3:29][C:30]([CH3:31])([O-:32])[CH3:33].[CH3:2][c:3]1[n:4][c:5](-[c:13]2[cH:14][cH:15][cH:16][cH:17][cH:18]2)[n:6]2[n:7][c:8]([NH2:12])[n:9][cH:10][c:11]12.[ClH:1].[Na+:34].[O:37]=[C:38]([CH:39]=[CH:40][c:41]1[cH:42][cH:43][cH:44][cH:45][cH:46]1)[CH:47]=[CH:48][c:49]1[cH:50][cH:51][cH:52][cH:53][cH:54]1.[O:55]=[C:56]([CH:57]=[CH:58][c:59]1[cH:60][cH:61][cH:62][cH:63][cH:64]1)[CH:65]=[CH:66][c:67]1[cH:68][cH:69][cH:70][cH:71][cH:72]1.[O:73]=[C:74]([CH:75]=[CH:76][c:77]1[cH:78][cH:79][cH:80][cH:81][cH:82]1)[CH:83]=[CH:84][c:85]1[cH:86][cH:87][cH:88][cH:89][cH:90]1.[O:91]1[CH2:92][CH2:93][O:94][CH2:95][CH2:96]1.[Pd:35].[Pd:36]>>[CH3:2][c:3]1[n:4][c:5](-[c:13]2[cH:14][cH:15][cH:16][cH:17][cH:18]2)[n:6]2[n:7][c:8]([NH:12][c:20]3[cH:21][c:22]([CH2:26][CH2:27][OH:28])[cH:23][cH:24][cH:25]3)[n:9][cH:10][c:11]12. Reactants: COC(CC(=O)C)=O (Methylacetoacetate), [H-].[Na+] (sodium hydride), CN1N=NN=C1C(/C=C/C=O)=C(C1=CC=CC=C1)C1=CC=CC=C1 ((E)-4-(1-Methyl-1H-tetrazol-5-yl)-5,5-bis(phenyl)-2,4-pentadienal), Cl (HCl), [Li+].CCC[CH2-] (N-Butyllithium), [BH4-].[Na+] (sodium borohydride). Run in C1CCOC1 (THF), C1CCOC1 (THF). Conditions: temperature -78 celsius, time 10 minute. The product is C1(=CC=CC=C1)C(=C(/C=C/C(CC(CC(=O)OC)O)O)C1=NN=NN1C)C1=CC=CC=C1 (Methyl (E)-9,9-diphenyl-3,5-dihydroxy-8-(1-methyl-1H-tetrazol-5-yl)-nona-6,8-dienoate). The yield is 33.8%. As a reaction SMILES: [CH3:1][O:2][C:3](=[O:8])[CH2:4][C:5]([CH3:7])=[O:6].[H-].[Na+].[Li+].CCC[CH2-].[CH3:16][N:17]1[C:21]([C:22](=[C:27]([C:34]2[CH:39]=[CH:38][CH:37]=[CH:36][CH:35]=2)[C:28]2[CH:33]=[CH:32][CH:31]=[CH:30][CH:29]=2)/[CH:23]=[CH:24]/[CH:25]=[O:26])=[N:20][N:19]=[N:18]1.Cl.[BH4-].[Na+]>C1COCC1>[C:34]1([C:27]([C:28]2[CH:33]=[CH:32][CH:31]=[CH:30][CH:29]=2)=[C:22]([C:21]2[N:17]([CH3:16])[N:18]=[N:19][N:20]=2)/[CH:23]=[CH:24]/[CH:25]([OH:26])[CH2:7][CH:5]([OH:6])[CH2:4][C:3]([O:2][CH3:1])=[O:8])[CH:39]=[CH:38][CH:37]=[CH:36][CH:35]=1 |f:1.2,3.4,7.8|. Reported procedure: Methylacetoacetate (0.525 mL; 4.87 mmole) was added to a suspension of sodium hydride (0.160 g; 80% disp. in mineral oil) in THF at 0° C. and stirred for 10 minutes. N-Butyllithium (2.14 mL; 2.5M solution in hexanes) was added and reaction stirred for 15 minutes. This solution was added to a solution of the aldehyde (1.0 g; 3.2 mmole) (prepared in Example 124) in THF at 0° C. and stirred for 30 minutes. The reaction was treated with 2N HCl (30 mL) and extracted with EtOAc (3×15 mL). The organic ... The reactants are C(C)(=O)O[BH-](OC(C)=O)OC(C)=O.[Na+] (sodium triacetoxyborohydride), N=1C(=CN2CCOC3=C(C12)C=CC=C3)C3=NC(=NN3C(C)C)C=O (5-(4,5-dihydro-6-oxa-1,3a-diaza-benzo[e]azulen-2-yl)-1-isopropyl-1H-[1,2,4]triazole-3-carbaldehyde), Cl.CNC (dimethylamine hydrochloride). The reagents and catalysts are C(C)(=O)O (acetic acid). Run in C(Cl)Cl (DCM), C1CCOC1 (THF). Conditions: time 18 hour. Yields the product N=1C(=CN2CCOC3=C(C21)C=CC=C3)C3=NC(=NN3C(C)C)CN(C)C (1-(5-(5,6-dihydrobenzo[f]imidazo[1,2-d][1,4]oxazepin-2-yl)-1-isopropyl-1H-1,2,4-triazol-3-yl)-N,N-dimethylmethanamine). Isolated yield 14.2%. RXN SMILES: [N:1]1[C:2]([C:15]2[N:19]([CH:20]([CH3:22])[CH3:21])[N:18]=[C:17]([CH:23]=O)[N:16]=2)=[CH:3][N:4]2[C:10]=1[C:9]1[CH:11]=[CH:12][CH:13]=[CH:14][C:8]=1[O:7][CH2:6][CH2:5]2.Cl.[CH3:26][NH:27][CH3:28].C(O[BH-](OC(=O)C)OC(=O)C)(=O)C.[Na+]>C(O)(=O)C.C1COCC1.C(Cl)Cl>[N:1]1[C:2]([C:15]2[N:19]([CH:20]([CH3:21])[CH3:22])[N:18]=[C:17]([CH2:23][N:27]([CH3:28])[CH3:26])[N:16]=2)=[CH:3][N:4]2[C:10]=1[C:9]1[CH:11]=[CH:12][CH:13]=[CH:14][C:8]=1[O:7][CH2:6][CH2:5]2 |f:1.2,3.4|. Procedure details: A mixture of 5-(4,5-dihydro-6-oxa-1,3a-diaza-benzo[e]azulen-2-yl)-1-isopropyl-1H-[1,2,4]triazole-3-carbaldehyde (85 mg, 0.26 mmol), acetic acid (catalytic, 2 drops), 4 Å molecular sieves and dimethylamine hydrochloride (24 mg, 0.29 mmol) in THF (5 mL) was stirred at RT for 10 min before the addition of sodium triacetoxyborohydride (66 mg, 0.31 mmol). After stirring at RT for a further 18 h the reaction mixture was diluted with DCM, the organic layer washed with saturated aqueous sodium bicarbona... The reactants are ( n ), [OH-].[Ni+2].[OH-] (nickel hydroxide), C(C)(=O)[O-].[Ni+2].C(C)(=O)[O-] (nickel acetate). Run in C(C)(=O)O (acetic acid), C(C)(=O)O (acetic acid). Yields the product final product, O.O.O.O.C(C)(=O)[O-].[Ni+2].C(C)(=O)[O-] (nickel acetate tetrahydrate). As a reaction SMILES: [OH-:1].[Ni+2:2].[OH-].[C:4]([O-:7])(=[O:6])[CH3:5].[Ni+2].[C:9]([O-:12])(=[O:11])[CH3:10]>C(O)(=O)C>[OH2:6].[OH2:11].[OH2:1].[OH2:6].[C:4]([O-:7])(=[O:6])[CH3:5].[Ni+2:2].[C:9]([O-:12])(=[O:11])[CH3:10] |f:0.1.2,3.4.5,7.8.9.10.11.12.13|. Procedure details: The nickel hydroxide (line 50) is transferred to the nickel acetate production system tank (n) where it is dissolved in acetic acid (line 49, 1:1 ratio to dry nickel solids) and 100% wt acetic acid (line 51) are added to produce the final product nickel acetate tetrahydrate (line 52). The reaction is shown below: 2H2O+Ni(OH)2+2CH3COOH→Ni(CH3COO)2.4H2O The reactants are NC[C@@H](COC1=CC=C(C=C1)O)O (4-((2S)-3-Amino-2-hydroxy-propoxy)-phenol), C(C1=CC=CC=C1)NS(=O)(=O)C1=CC=C(C=C1)N1CCC(CC1)=O (N-benzyl-4-(4-oxo-piperidin-1-yl)-benzenesulfonamide). The product is C(C1=CC=CC=C1)NS(=O)(=O)C1=CC=C(C=C1)N1CCC(CC1)NC[C@@H](COC1=CC=C(C=C1)O)O (N-Benzyl-4-{4-[(2S)-2-hydroxy-3-(4-hydroxy-phenoxy)-propylamino]-piperidin-1-yl}-benzenesulfonamide). Reaction SMILES: [NH2:1][CH2:2][C@H:3]([OH:13])[CH2:4][O:5][C:6]1[CH:11]=[CH:10][C:9]([OH:12])=[CH:8][CH:7]=1.[CH2:14]([NH:21][S:22]([C:25]1[CH:30]=[CH:29][C:28]([N:31]2[CH2:36][CH2:35][C:34](=O)[CH2:33][CH2:32]2)=[CH:27][CH:26]=1)(=[O:24])=[O:23])[C:15]1[CH:20]=[CH:19][CH:18]=[CH:17][CH:16]=1>>[CH2:14]([NH:21][S:22]([C:25]1[CH:30]=[CH:29][C:28]([N:31]2[CH2:36][CH2:35][CH:34]([NH:1][CH2:2][C@H:3]([OH:13])[CH2:4][O:5][C:6]3[CH:11]=[CH:10][C:9]([OH:12])=[CH:8][CH:7]=3)[CH2:33][CH2:32]2)=[CH:27][CH:26]=1)(=[O:23])=[O:24])[C:15]1[CH:16]=[CH:17][CH:18]=[CH:19][CH:20]=1. Reported procedure: The title compound was prepared from 4-((2S)-3-Amino-2-hydroxy-propoxy)-phenol and Reference Example 70, N-benzyl-4-(4-oxo-piperidin-1-yl)-benzenesulfonamide, according to the procedure of Example 1 as a tan solid. 1H NMR (DMSO) δ 1.27 (m, 2H), 1.86 (m, 2H), 2.75(m, 3H), 2.91(t, 2H, J=8.4 Hz), 3.82(m, 5H), 3.89(s, 2H), 4.89(m, 1H), 6.67 (d, 2H, J=6.6 Hz), 6.76(d, 2H, J=6.6 Hz), 7.02 (d, 2H, J=6.6 Hz), 7.26 (m, 5H), 7.57 (d, 2H, J=6.6 Hz), 7.78(bs, 1H), 8.87(bs, 1H); MS (ES) m/z: 512.1 (MH+); HRM...